Dataset: the Open Reaction Database (ORD), a public repository of structured organic reaction records. Task: describe an organic reaction: reactants, conditions, products, and yield Starting materials: [N-]=[N+]=[N-].[Na+] (sodium azide), NC=1C=NC=C(C(=O)OC)C1 (methyl 5-aminonicotinate), C(C)(=O)O (acetic acid), C(OCC)(OCC)OCC (triethyl orthoformate). Run in O (water). Run at temperature 80 celsius. Product: N1(N=NN=C1)C=1C=NC=C(C(=O)OC)C1 (methyl 5-(1H-tetrazol-1-yl)nicotinate). RXN SMILES: [NH2:1][C:2]1[CH:3]=[N:4][CH:5]=[C:6]([CH:11]=1)[C:7]([O:9][CH3:10])=[O:8].C(O)(=O)C.[CH:16](OCC)(OCC)OCC.[N-:26]=[N+:27]=[N-:28].[Na+]>O>[N:1]1([C:2]2[CH:3]=[N:4][CH:5]=[C:6]([CH:11]=2)[C:7]([O:9][CH3:10])=[O:8])[CH:16]=[N:28][N:27]=[N:26]1 |f:3.4|. Procedure details: A mixture of methyl 5-aminonicotinate (5.0 g, 33 mmol) in acetic acid (47 ml, 820 mmol) was treated with triethyl orthoformate (8.8 ml, 53 mmol), followed by sodium azide (3.2 g, 49 mmol). The resulting mixture was heated at 80° C. for 1 hour, after which the reaction mixture was cooled to room temperature and diluted with water. The resulting precipitate was collected and dried under high vacuum to provide methyl 5-(1H-tetrazol-1-yl)nicotinate. Reactants: C(C)(C)(C)OC(=O)NCCC(=O)O (3-tert-Butoxycarbonylamino-propionic acid), NC1=C(C=CC=C1)O (2-aminophenol), C1(CCCCC1)N=C=NC1CCCCC1 (N,N′-dicyclo hexyl carbodiimide). Run in ClCCl (dichloromethane). Conditions: time 8 hour. Yields the product C(C)(C)(C)OC(NCCC(NC1=C(C=CC=C1)O)=O)=O ([2-(2-Hydroxy-phenylcarbamoyl)-ethyl]-carbamic acid tert-butyl ester). As a reaction SMILES: [C:1]([O:5][C:6]([NH:8][CH2:9][CH2:10][C:11]([OH:13])=O)=[O:7])([CH3:4])([CH3:3])[CH3:2].[NH2:14][C:15]1[CH:20]=[CH:19][CH:18]=[CH:17][C:16]=1[OH:21].C1(N=C=NC2CCCCC2)CCCCC1>ClCCl>[C:1]([O:5][C:6](=[O:7])[NH:8][CH2:9][CH2:10][C:11](=[O:13])[NH:14][C:15]1[CH:20]=[CH:19][CH:18]=[CH:17][C:16]=1[OH:21])([CH3:2])([CH3:3])[CH3:4]. Reported procedure: To a suspension of 3-tert-Butoxycarbonylamino-propionic acid (5-1) (1.0 g, 5.3 mmol) and 2-aminophenol (5-2) (578 mg, 5.3 mmol) in dichloromethane (10 mL) was added N,N′-dicyclo hexyl carbodiimide (1.3 g, 6.4 mmol). The resulting mixture was stirred at room temperature overnight. The volatile solvents were removed by rotovap evaporation then the reaction mixture was directly purified by silica gel chromatography (10-100% Hexane/Ethyl Acetate) to recover the desired product (5-3) as white solid: ...